From a dataset of the Open Reaction Database (ORD), a public repository of structured organic reaction records. describe an organic reaction: reactants, conditions, products, and yield Starting materials: CS(=O)(=O)c1ccc2c(c1)OC(CBr)OC2, CCNC, CCO. As a reaction SMILES: [Br:1][CH2:2][CH:3]1[O:4][CH2:5][c:6]2[c:7]([cH:9][c:10]([S:13](=[O:14])(=[O:15])[CH3:16])[cH:11][cH:12]2)[O:8]1.[CH3:17][NH:18][CH2:19][CH3:20].[CH3:21][CH2:22][OH:23]>>[CH2:2]([CH:3]1[O:4][CH2:5][c:6]2[c:7]([cH:9][c:10]([S:13](=[O:14])(=[O:15])[CH3:16])[cH:11][cH:12]2)[O:8]1)[N:18]([CH3:17])[CH2:19][CH3:20]. Yields the product CCN(C)CC1OCc2ccc(S(C)(=O)=O)cc2O1. Starting materials: CN(CC(=O)O)C (N,N-dimethylglycin), COC=1C=C(C=CC1OC)/C(/C#N)=C/C=1SC(=CC1)N1CCC(CC1)O ((Z)-2-(3,4-dimethoxy-phenyl)-3-[5-(4-hydroxy-piperidin-1-yl)-thiophen-2-yl]-acrylonitrile), C1(=CC=C(C=C1)S(=O)(=O)Cl)C (p-toluenesulfonyl chloride). The solvent is N1=CC=CC=C1 (pyridine). Run at time 1 hour. Product: CN(C)CC(=O)OC1CCN(CC1)C=1SC(=CC1)\C=C(\C1=CC(=C(C=C1)OC)OC)/C#N (1-[5-[(Z)-2-cyano-2-(3,4-dimethoxy-phenyl)-vinyl]-thiophen-2-yl]-piperidin-4-yl dimethylamino-acetate). The yield is 76.5%. RXN SMILES: [CH3:1][O:2][C:3]1[CH:4]=[C:5](/[C:11](=[CH:14]/[C:15]2[S:16][C:17]([N:20]3[CH2:25][CH2:24][CH:23]([OH:26])[CH2:22][CH2:21]3)=[CH:18][CH:19]=2)/[C:12]#[N:13])[CH:6]=[CH:7][C:8]=1[O:9][CH3:10].[CH3:27][N:28]([CH3:33])[CH2:29][C:30](O)=[O:31].C1(C)C=CC(S(Cl)(=O)=O)=CC=1>N1C=CC=CC=1>[CH3:27][N:28]([CH2:29][C:30]([O:26][CH:23]1[CH2:22][CH2:21][N:20]([C:17]2[S:16][C:15](/[CH:14]=[C:11](\[C:12]#[N:13])/[C:5]3[CH:6]=[CH:7][C:8]([O:9][CH3:10])=[C:3]([O:2][CH3:1])[CH:4]=3)=[CH:19][CH:18]=2)[CH2:25][CH2:24]1)=[O:31])[CH3:33]. Procedure details: Compound 6 (3.70 g) was dissolved in pyridine (100 mL), and N,N-dimethylglycin (5.15 g) was added to the solution, followed by stirring at room temperature for 1 hour. Subsequently, p-toluenesulfonyl chloride (9.43 g) was added to the mixture, followed by stirring under reflux for 12 hours. After completion of reaction, the solvent was evaporated to dryness. Chloroform (800 mL) was added to the residue, and the mixture was washed with water three times. The pH of the aqueous layer was checked by... The reactants are [Li] (lithium), C[O-].[Li+] (lithium methoxide), FC(C(=O)O)(F)F (trifluoroacetic acid), BrCC(=O)N[C@H]1[C@@H]2N(C(=C(CS2)C)C(=O)OC)C1=O (methyl 7β-bromoacetamido-3-methyl-3-cephem-4-carboxylate), P(Cl)(Cl)(Cl)(Cl)Cl (phosphorus pentachloride), N1=CC=CC2=CC=CC=C12 (quinoline). Run in CO (methanol), O1CCCC1 (tetrahydrofuran), O (water), CO (methanol). Run at temperature -70 celsius, time 30 minute. The product is Methyl 7β-(2'-bromo-1'-chloroethylidenimino)-3-methyl-3-cephem-4-carboxylate, C(C)(=O)N[C@]1([C@@H]2N(C(=C(CS2)C)C(=O)OC)C1=O)OC (methyl 7β-acetamido-7α-methoxy-3-methyl-3-cephem-4-carboxylate). RXN SMILES: Br[CH2:2][C:3]([NH:5][C@@H:6]1[C:18](=[O:19])[N:8]2[C:9]([C:14]([O:16][CH3:17])=[O:15])=[C:10]([CH3:13])[CH2:11][S:12][C@H:7]12)=[O:4].P(Cl)(Cl)(Cl)(Cl)Cl.N1C2C(=CC=CC=2)C=CC=1.C[O-].[Li+].[Li].FC(F)(F)[C:42](O)=[O:43]>O1CCCC1.O.CO>[C:3]([NH:5][C@:6]1([O:43][CH3:42])[C:18](=[O:19])[N:8]2[C:9]([C:14]([O:16][CH3:17])=[O:15])=[C:10]([CH3:13])[CH2:11][S:12][C@H:7]12)(=[O:4])[CH3:2] |f:3.4,^1:38|. Procedure details: Methyl 7β-(2'-bromo-1'-chloroethylidenimino)-3-methyl-3-cephem-4-carboxylate was prepared from methyl 7β-bromoacetamido-3-methyl-3-cephem-4-carboxylate(1.34 g), phosphorus pentachloride(1.5 g) and quinoline(1 ml) according to the same procedure as in Example 23 - (1) and dissolved in tetrahydrofuran(80 ml). To this solution was added a methanol solution of lithium methoxide prepared from lithium(200 mg) and methanol(20 ml) at -70°C. The reaction mixture was stirred at -70°C. for 30 minutes, then... Starting materials: Cl (HCl), CC=1C(=C(C2=CC=C(C=C2C1)OC)OC1=CC=C(C=C1)/C=C/C(=O)OCC)C1=CC(=CC=C1)OC (Ethyl (2E)-3-[4-({3-methyl-6-(methyloxy)-2-[3-(methyloxy)phenyl]-1-naphthalenyl}oxy)phenyl]-2-propenoate), [Li+].[OH-] (LiOH). Solvent: C1CCOC1 (THF). Conditions: time 2 hour. Product: hexanes EtOAc, CC=1C(=C(C2=CC=C(C=C2C1)OC)OC1=CC=C(C=C1)/C=C/C(=O)O)C1=CC(=CC=C1)OC ((2E)-3-[4-({3-Methyl-6-(methyloxy)-2-[3-(methyloxy)phenyl]-1-naphthalenyl}oxy)phenyl]-2-propenoic acid). Yield: 90.8%. RXN SMILES: [CH3:1][C:2]1[C:3]([C:28]2[CH:33]=[CH:32][CH:31]=[C:30]([O:34][CH3:35])[CH:29]=2)=[C:4]([O:14][C:15]2[CH:20]=[CH:19][C:18](/[CH:21]=[CH:22]/[C:23]([O:25]CC)=[O:24])=[CH:17][CH:16]=2)[C:5]2[C:10]([CH:11]=1)=[CH:9][C:8]([O:12][CH3:13])=[CH:7][CH:6]=2.[Li+].[OH-].Cl>C1COCC1>[CH3:1][C:2]1[C:3]([C:28]2[CH:33]=[CH:32][CH:31]=[C:30]([O:34][CH3:35])[CH:29]=2)=[C:4]([O:14][C:15]2[CH:16]=[CH:17][C:18](/[CH:21]=[CH:22]/[C:23]([OH:25])=[O:24])=[CH:19][CH:20]=2)[C:5]2[C:10]([CH:11]=1)=[CH:9][C:8]([O:12][CH3:13])=[CH:7][CH:6]=2 |f:1.2|. Procedure: A THF solution (2 mL) of ethyl (2E)-3-[4-({3-methyl-6-(methyloxy)-2-[3-(methyloxy)phenyl]-1-naphthalenyl}oxy)phenyl]-2-propenoate (249) (0.030 g, 0.06 mmol, 1 equiv) was treated with 1 M aqueous LiOH (0.260 mL). After 2 h at 50° C., the mixture was acidified with 3M aqueous HCl to pH ca. 1 and extracted with EtOAc (3×5 mL). The pooled organic portions were dried (Na2SO4) and concentrated. Radial chromatography (SiO2, 1 mm plate, 80:20; hexanes/EtOAc) afforded the title compound (250) as a white ...